This data is from the Open Reaction Database (ORD), a public repository of structured organic reaction records. The task is: describe an organic reaction: reactants, conditions, products, and yield Reactants: ClC1=CC=C(C=C1)C1=CC=C(COC(C(=O)OCC)(C)C2=CC=CC=C2)C=C1 (ethyl 2-[4-(4-chlorophenyl)benzyloxy]-2-phenylpropionate), [OH-].[K+] (potassium hydroxide). The solvent is CO (methanol). Product: ClC1=CC=C(C=C1)C1=CC=C(COC(C(=O)O)(C)C2=CC=CC=C2)C=C1 (2-[4-(4-chlorophenyl)-benzyloxy]-2-phenylpropionic acid). Isolated yield 47.7%. RXN SMILES: [Cl:1][C:2]1[CH:7]=[CH:6][C:5]([C:8]2[CH:28]=[CH:27][C:11]([CH2:12][O:13][C:14]([C:21]3[CH:26]=[CH:25][CH:24]=[CH:23][CH:22]=3)([CH3:20])[C:15]([O:17]CC)=[O:16])=[CH:10][CH:9]=2)=[CH:4][CH:3]=1.[OH-].[K+]>CO>[Cl:1][C:2]1[CH:7]=[CH:6][C:5]([C:8]2[CH:28]=[CH:27][C:11]([CH2:12][O:13][C:14]([C:21]3[CH:22]=[CH:23][CH:24]=[CH:25][CH:26]=3)([CH3:20])[C:15]([OH:17])=[O:16])=[CH:10][CH:9]=2)=[CH:4][CH:3]=1 |f:1.2|. Procedure: A solution of ethyl 2-[4-(4-chlorophenyl)benzyloxy]-2-phenylpropionate (7.9 g.) in methanol (100 ml.) containing potassium hydroxide (11.0 g.) was heated under reflux for 2 hours and then evaporated. The residue was partitioned between water (100 ml.) and ether (30 ml.). The aqueous phase was separated and acidified with 4 N-hydrochloric acid to pH 2-3 and extracted with ether (3×30 ml.). These ether extracts were washed with water, dried (MgSO4) and evaporated. The residue was crystallised by t...